Task: describe an organic reaction: reactants, conditions, products, and yield. Dataset: the Open Reaction Database (ORD), a public repository of structured organic reaction records Starting materials: ice water, FC=1C=C(N)C=CC1 (m-fluoroaniline), C(C)SC1=NC(=CC=2N1C=CN2)C2=CC(=C(C=C2)OC)OC (5-ethylsulfenyl-7-(3,4-dimethoxyphenyl)-imidazo[1,2-c]pyrimidin), CC(C)([O-])C.[K+] (potassium tert-butoxide). The solvent is CS(=O)C (DMSO). Run at time 8 hour. The product is FC=1C=C(C=CC1)NC1=NC(=CC=2N1C=CN2)C2=CC(=C(C=C2)OC)OC ((3-fluorophenyl)-[7-(3,4-dimethoxyphenyl)-imidazo[1,2-c]pyrimidin-5-yl]amine). RXN SMILES: [F:1][C:2]1[CH:3]=[C:4]([CH:6]=[CH:7][CH:8]=1)[NH2:5].CC(C)([O-])C.[K+].C(S[C:18]1[N:23]2[CH:24]=[CH:25][N:26]=[C:22]2[CH:21]=[C:20]([C:27]2[CH:32]=[CH:31][C:30]([O:33][CH3:34])=[C:29]([O:35][CH3:36])[CH:28]=2)[N:19]=1)C>CS(C)=O>[F:1][C:2]1[CH:3]=[C:4]([NH:5][C:18]2[N:23]3[CH:24]=[CH:25][N:26]=[C:22]3[CH:21]=[C:20]([C:27]3[CH:32]=[CH:31][C:30]([O:33][CH3:34])=[C:29]([O:35][CH3:36])[CH:28]=3)[N:19]=2)[CH:6]=[CH:7][CH:8]=1 |f:1.2|. Procedure details: To the solution of m-fluoroaniline (88.90 mg, 0.8 mmol) in 1.5 ml of dry DMSO was added, potassium tert-butoxide (94.26 mg, 0.84 mmol), and 5-ethylsulfenyl-7-(3,4-dimethoxyphenyl)-imidazo[1,2-c]pyrimidin (126.16 mg, 0.4 mmol). The resulting solution was stirred overnight and 3 ml of ice water was added. The produced precipitate was collected by filtration, and washed with water, 2-propanol, and ether to give crude product of (3-fluorophenyl)-[7-(3,4-dimethoxyphenyl)-imidazo[1,2-c]pyrimidin-5-yl]... Reactants: ClCCCl, O=C(O)c1ccc(Cn2nc(C3CCCCC3)cc2-c2ccc(OC(F)(F)F)cc2)cc1, Nc1nnn[nH]1, CN(C)C=O, O, O, On1nnc2ccccc21. Product: O=C(Nc1nnn[nH]1)c1ccc(Cn2nc(C3CCCCC3)cc2-c2ccc(OC(F)(F)F)cc2)cc1. RXN SMILES: [CH2:33]([Cl:34])[CH2:35][Cl:36].[CH:1]1([c:7]2[n:8][n:9]([CH2:23][c:24]3[cH:25][cH:26][c:27]([C:28](=[O:29])[OH:30])[cH:31][cH:32]3)[c:10](-[c:12]3[cH:13][cH:14][c:15]([O:18][C:19]([F:20])([F:21])[F:22])[cH:16][cH:17]3)[cH:11]2)[CH2:2][CH2:3][CH2:4][CH2:5][CH2:6]1.[NH2:48][c:49]1[n:50][n:51][n:52][nH:53]1.[O:54]=[CH:55][N:56]([CH3:57])[CH3:58].[OH2:47].[OH2:59].[OH:37][n:38]1[c:39]2[c:40]([cH:41][cH:42][cH:43][cH:44]2)[n:45][n:46]1>>[CH:1]1([c:7]2[n:8][n:9]([CH2:23][c:24]3[cH:25][cH:26][c:27]([C:28](=[O:30])[NH:48][c:49]4[n:50][n:51][n:52][nH:53]4)[cH:31][cH:32]3)[c:10](-[c:12]3[cH:13][cH:14][c:15]([O:18][C:19]([F:20])([F:21])[F:22])[cH:16][cH:17]3)[cH:11]2)[CH2:2][CH2:3][CH2:4][CH2:5][CH2:6]1. Starting materials: CN(C)C1=NC=CC=C1 (dimethylaminopyridine), Cl.CN(C)C1=NC=CC=C1 (dimethylaminopyridine hydrochloride), OCC1CCCN(C2=C1C=C(C=C2)Cl)C(C2=CC=C(C=C2)NC(C2=C(C=CC=C2)C)=O)=O (5-hydroxymethyl-7-chloro-1-[4-(2-methylbenzoylamino)benzoyl]-2,3,4,5-tetrahydro-1H-benzazepine), C1(CCCCC1)N=C=NC1CCCCC1 (dicyclohexylcarbodiimide), C(O)([O-])=O.[Na+] (sodium hydrogen carbonate), Cl.CN(CC(=O)O)C (N,N-dimethylglycine hydrochloride). The solvent is C(Cl)(Cl)Cl (chloroform), C(C)(=O)O (acetic acid), CO (methanol). Product: Cl.CN(CC(=O)OCC1CCCN(C2=C1C=C(C=C2)Cl)C(C2=CC=C(C=C2)NC(C2=C(C=CC=C2)C)=O)=O)C (5-[(2-dimethylaminoacetyloxy)methyl]-7-chloro-1-[4-(2-methylbenzoylamino)benzoyl]-2,3,4,5-tetrahydro-1H-benzazepine hydrochloride). Yield: 141.6%. As a reaction SMILES: CN(C1C=CC=CN=1)C.Cl.CN(C1C=CC=CN=1)C.Cl.[CH3:21][N:22]([CH3:27])[CH2:23][C:24]([OH:26])=[O:25].C1(N=C=NC2CCCCC2)CCCCC1.C(=O)([O-])O.[Na+].O[CH2:49][CH:50]1[C:56]2[CH:57]=[C:58]([Cl:61])[CH:59]=[CH:60][C:55]=2[N:54]([C:62](=[O:79])[C:63]2[CH:68]=[CH:67][C:66]([NH:69][C:70](=[O:78])[C:71]3[CH:76]=[CH:75][CH:74]=[CH:73][C:72]=3[CH3:77])=[CH:65][CH:64]=2)[CH2:53][CH2:52][CH2:51]1>C(Cl)(Cl)Cl.C(O)(=O)C.CO>[ClH:61].[CH3:21][N:22]([CH3:27])[CH2:23][C:24]([O:26][CH2:49][CH:50]1[C:56]2[CH:57]=[C:58]([Cl:61])[CH:59]=[CH:60][C:55]=2[N:54]([C:62](=[O:79])[C:63]2[CH:68]=[CH:67][C:66]([NH:69][C:70](=[O:78])[C:71]3[CH:76]=[CH:75][CH:74]=[CH:73][C:72]=3[CH3:77])=[CH:65][CH:64]=2)[CH2:53][CH2:52][CH2:51]1)=[O:25] |f:1.2,3.4,6.7,12.13|. Procedure: In a solution of 5-hydroxymethyl-7-chloro-1-[4-(2-methylbenzoylamino)benzoyl]-2,3,4,5-tetrahydro-1H-benzazepine (0.4 g) in chloroform (10 ml) are dissolved with heating dimethylaminopyridine (0.41 g) and dimethylaminopyridine hydrochloride (0.35 g), and thereto is added N,N-dimethylglycine hydrochloride (0.15 g) at room temperature with stirring, and further added dicyclohexylcarbodiimide (0.46 g). The mixture is stirred at room temperature overnight. To the mixture are added methanol (1.3 ml) a... Starting materials: C(C1=CC=CC=C1)N1CC(C(CC1)=O)C1=CC(=C(C=C1)Cl)F (Benzyl-3-(4-chloro-3-fluorophenyl)-piperidin-4-one), BrBr (bromine). Run in C(Cl)(Cl)Cl (chloroform), C(Cl)(Cl)Cl (chloroform). Run at temperature 50 celsius, time 1 hour. The product is Br.BrC1C(C(CN(C1)CC1=CC=CC=C1)C1=CC(=C(C=C1)Cl)F)=O (5-Bromo-1-benzyl-3-(4-chloro-3-fluorophenyl)-piperidin-4-one hydrobromide). Isolated yield 186.5%. RXN SMILES: [CH2:1]([N:8]1[CH2:13][CH2:12][C:11](=[O:14])[CH:10]([C:15]2[CH:20]=[CH:19][C:18]([Cl:21])=[C:17]([F:22])[CH:16]=2)[CH2:9]1)[C:2]1[CH:7]=[CH:6][CH:5]=[CH:4][CH:3]=1.[Br:23]Br>C(Cl)(Cl)Cl>[BrH:23].[Br:23][CH:12]1[CH2:13][N:8]([CH2:1][C:2]2[CH:3]=[CH:4][CH:5]=[CH:6][CH:7]=2)[CH2:9][CH:10]([C:15]2[CH:20]=[CH:19][C:18]([Cl:21])=[C:17]([F:22])[CH:16]=2)[C:11]1=[O:14] |f:3.4|. Reported procedure: Benzyl-3-(4-chloro-3-fluorophenyl)-piperidin-4-one (100 mg, 0.33 mmol) was dissolved in chloroform (1 mL). To this solution bromine (53 mg, 0.33 mmol) in chloroform (0.5 mL) was added drop wise at −11° C. The reaction was stirred for 1½ hours at 5° C., for 1 hour at room temperature and for 1 hours at 50° C. The solvent was removed under reduced pressure to yield the crude title compound (147 mg) which was used directly in the next step without further purification. Reactants: C(=O)(N1C=NC=C1)N1C=NC=C1 (1,1′-Carbonyl-diimidazol), FC(OC=1C=C(N)C=CC1)(F)F (3-trifluoromethoxyaniline), NC1=CC=C(OC2=NC(=NC=C2)NCCCO)C=C1 (3-[4-(4-Amino-phenoxy)-pyrimidin-2-ylamino]-propan-1-ol). Run in ClCCl (dichloromethane), ClCCl (dichloromethane). Conditions: time 12 hour. The product is OCCCNC1=NC=CC(=N1)OC1=CC=C(C=C1)NC(=O)NC1=CC(=CC=C1)OC(F)(F)F (1-{4-[2-(3-Hydroxy-propylamino)-pyrimidin-4-yloxy]-phenyl}-3-(3-trifluoromethoxy-phenyl)-urea). RXN SMILES: [C:1]([N:8]1[CH:12]=[CH:11]N=C1)([N:3]1[CH:7]=[CH:6]N=C1)=[O:2].[F:13][C:14]([F:24])([F:23])[O:15][C:16]1[CH:17]=C(C=[CH:21][CH:22]=1)N.NC1C=[CH:42][C:29]([O:30][C:31]2[CH:36]=[CH:35][N:34]=[C:33]([NH:37][CH2:38][CH2:39][CH2:40][OH:41])[N:32]=2)=[CH:28][CH:27]=1>ClCCl>[OH:41][CH2:40][CH2:39][CH2:38][NH:37][C:33]1[N:32]=[C:31]([O:30][C:29]2[CH:42]=[CH:11][C:12]([NH:8][C:1]([NH:3][C:7]3[CH:6]=[CH:21][CH:22]=[C:16]([O:15][C:14]([F:13])([F:23])[F:24])[CH:17]=3)=[O:2])=[CH:27][CH:28]=2)[CH:36]=[CH:35][N:34]=1. Reported procedure: 149 mg (0.92 mmol) 1,1′-Carbonyl-diimidazol (CDI) were given to a solution of 148 mg (0.838 mmol) 3-trifluoromethoxyaniline in 4.0 ml dichloromethane and stirred for 12 h. A solution of 218 mg (0.838 mmol) 3-[4-(4-Amino-phenoxy)-pyrimidin-2-ylamino]-propan-1-ol in 6 ml dichloromethane was added and the mixture stirred for 12 h at r.t. The reaction mixture was evaporated and the residue was purified by chromatography on silica gel (dichloromethane/methanol 95:5). The obtained material was washed ... Reactants: NC=1C=C2C(=NC=NC2=CC1)NC1=C(C=C(C=C1)OCC1=NC=CC=C1)F (6-amino-4-[2-fluoro-4-(2-pyridylmethoxy)anilino]quinazoline), COC(COC)OC (2-methoxyacetaldehyde dimethyl acetal). Yields the product FC1=C(NC2=NC=NC3=CC=C(C=C23)NCCOC)C=CC(=C1)OCC1=NC=CC=C1 (4-[2-fluoro-4-(2-pyridylmethoxy)anilino]-6-(2-methoxyethylamino)quinazoline). Yield: 52.0%. Reaction SMILES: [NH2:1][C:2]1[CH:3]=[C:4]2[C:9](=[CH:10][CH:11]=1)[N:8]=[CH:7][N:6]=[C:5]2[NH:12][C:13]1[CH:18]=[CH:17][C:16]([O:19][CH2:20][C:21]2[CH:26]=[CH:25][CH:24]=[CH:23][N:22]=2)=[CH:15][C:14]=1[F:27].[CH3:28][O:29][CH:30](OC)[CH2:31]OC>>[F:27][C:14]1[CH:15]=[C:16]([O:19][CH2:20][C:21]2[CH:26]=[CH:25][CH:24]=[CH:23][N:22]=2)[CH:17]=[CH:18][C:13]=1[NH:12][C:5]1[C:4]2[C:9](=[CH:10][CH:11]=[C:2]([NH:1][CH2:31][CH2:30][O:29][CH3:28])[CH:3]=2)[N:8]=[CH:7][N:6]=1. Procedure: Using an analogous procedure to that described in Example 43, 6-amino-4-[2-fluoro-4-(2-pyridylmethoxy)anilino]quinazoline was reacted with 2-methoxyacetaldehyde dimethyl acetal to give 4-[2-fluoro-4-(2-pyridylmethoxy)anilino]-6-(2-methoxyethylamino)quinazoline in 52% yield; The reactants are [O-2].C[Si](O[V+2](O[Si](C)(C)C)O[Si](C)(C)C)(C)C (tris-(trimethylsiloxy)-vanadium oxide), BrC1=CC=C(C=C1)[Si](O)(C1=CC=C(C=C1)Br)C1=CC=C(C=C1)Br (tri-(p-bromophenyl)-silanol), C1(CCCCC1)O (cyclohexanol). Yields the product [O-2].C1(CCCCC1)O[V+4].[O-2] (cyclohexyloxy-vanadium oxide). RXN SMILES: [O-2].C[Si](C)(C)[O:4][V+2:5]([O:11][Si](C)(C)C)O[Si](C)(C)C.Br[C:19]1[CH:24]=[CH:23][C:22]([Si](C2C=CC(Br)=CC=2)(C2C=CC(Br)=CC=2)[OH:26])=[CH:21][CH:20]=1.C1(O)CCCCC1>>[O-2:4].[CH:19]1([O:11][V+4:5])[CH2:24][CH2:23][CH2:22][CH2:21][CH2:20]1.[O-2:26] |f:0.1,4.5.6|. Procedure details: tris-(trimethylsiloxy)-vanadium oxide is reacted with tri-(p-bromophenyl)-silanol and cyclohexanol in a molar ratio of 1:2:1 to produce bis-[tri-p-bromophenyl)-siloxy]-cyclohexyloxy-vanadium oxide [mol peak = 1184 ref to 79Br]; and Yields the product O=C(c1ccc(OCc2c(-c3ccc(F)cc3)noc2C(F)(F)F)nc1)N1CCS(=O)(=O)CC1. Starting materials: COC(=O)c1ccc(OCc2c(-c3ccc(F)cc3)noc2C(F)(F)F)nc1, C[Al](C)C, C1COCCO1, O, O=S1(=O)CCNCC1. Reaction SMILES: [CH3:13][O:14][C:15]([c:16]1[cH:17][n:18][c:19]([O:22][CH2:23][c:24]2[c:25](-[c:33]3[cH:34][cH:35][c:36]([F:39])[cH:37][cH:38]3)[n:26][o:27][c:28]2[C:29]([F:30])([F:31])[F:32])[cH:20][cH:21]1)=[O:40].[CH3:1][Al:2]([CH3:3])[CH3:4].[O:42]1[CH2:43][CH2:44][O:45][CH2:46][CH2:47]1.[OH2:41].[S:5]1(=[O:11])(=[O:12])[CH2:6][CH2:7][NH:8][CH2:9][CH2:10]1>>[S:5]1(=[O:11])(=[O:12])[CH2:6][CH2:7][N:8]([C:15](=[O:14])[c:16]2[cH:17][n:18][c:19]([O:22][CH2:23][c:24]3[c:25](-[c:33]4[cH:34][cH:35][c:36]([F:39])[cH:37][cH:38]4)[n:26][o:27][c:28]3[C:29]([F:30])([F:31])[F:32])[cH:20][cH:21]2)[CH2:9][CH2:10]1. The reactants are ClC1=C(C=C(C=C1)CO)N1C(C=C(C=C1C)O)=O (1-[2-chloro-5-(hydroxymethyl)phenyl]-4-hydroxy-6-methylpyridin-2(1H)-one), C(=O)(O)[O-].[Na+] (NaHCO3), FC1=C(CBr)C=CC(=C1)F (2,4-Difluorobenzyl bromide), C(=O)([O-])[O-].[K+].[K+] (K2CO3). The solvent is CN(C)C=O (DMF), C(C)#N.O (acetonitrile water). Reaction conditions: temperature 0 celsius, time 6 hour. The product is NC=1C=C(CO)C=CC1Cl (3-amino-4-chloro-benzyl alcohol). RXN SMILES: [Cl:1][C:2]1[CH:7]=[CH:6][C:5]([CH2:8][OH:9])=[CH:4][C:3]=1[N:10]1C(C)=CC(O)=CC1=O.FC1C=C(F)C=CC=1CBr.C([O-])([O-])=O.[K+].[K+].C([O-])(O)=O.[Na+]>CN(C=O)C.C(#N)C.O>[NH2:10][C:3]1[CH:4]=[C:5]([CH:6]=[CH:7][C:2]=1[Cl:1])[CH2:8][OH:9] |f:2.3.4,5.6,8.9|. Procedure: 1-[2-chloro-5-(hydroxymethyl)phenyl]-4-hydroxy-6-methylpyridin-2(1H)-one (from step 2) (3.5 g, 13.2 mmol) was taken up in DMF (10 ml) and cooled to 0° C. 2,4-Difluorobenzyl bromide (1.7 ml, 13.2 mmol) and K2CO3 (1.8 g, 13.2 mmol) were added and the reaction stirred for 6 hours. The reaction was worked up by adding saturated NaHCO3 (aq.) and extracting with ethyl acetate. The ethyl acetate extraction was washed with water, and the aqueous layer was extracted with ethyl acetate. The organic layers...